From a dataset of the Open Reaction Database (ORD), a public repository of structured organic reaction records. describe an organic reaction: reactants, conditions, products, and yield The reactants are C(C)(=O)O[C@H]1C[C@@H](O[C@@H]1/C=C/C(=O)OCC)N1C(=O)NC(=O)C(=C1)CC (trans-3'-O-acetyl-2',5'-dideoxy-5'-(ethoxycarbonylmethylene)-5-ethyluridine). Reagents/catalysts: [Pd] (palladium-on-carbon). The solvent is C(C)O (ethanol). Product: C(C)(=O)O[C@H]1C[C@@H](O[C@@H]1CCC(=O)OCC)N1C(=O)NC(=O)C(=C1)CC (3'-O-acetyl-2',5'-dideoxy-5'-(ethoxycarbonylmethyl)-5-ethyluridine). Isolated yield 79.0%. RXN SMILES: [C:1]([O:4][C@@H:5]1[C@@H:9](/[CH:10]=[CH:11]/[C:12]([O:14][CH2:15][CH3:16])=[O:13])[O:8][C@@H:7]([N:17]2[CH:24]=[C:23]([CH2:25][CH3:26])[C:21](=[O:22])[NH:20][C:18]2=[O:19])[CH2:6]1)(=[O:3])[CH3:2]>C(O)C.[Pd]>[C:1]([O:4][C@@H:5]1[C@@H:9]([CH2:10][CH2:11][C:12]([O:14][CH2:15][CH3:16])=[O:13])[O:8][C@@H:7]([N:17]2[CH:24]=[C:23]([CH2:25][CH3:26])[C:21](=[O:22])[NH:20][C:18]2=[O:19])[CH2:6]1)(=[O:3])[CH3:2]. Reported procedure: A solution of 7.3 g of trans-3'-O-acetyl-2',5'-dideoxy-5'-(ethoxycarbonylmethylene)-5-ethyluridine in 150 ml of ethanol was hydrogenated over 0.5 g of 10% palladium-on-carbon catalyst for 6 hours. The catalyst was removed by filtration and the filtrate was evaporated to dryness. The residue was recrystallized from ethanol to give 5.8 g of 3'-O-acetyl-2',5'-dideoxy-5'-(ethoxycarbonylmethyl)-5-ethyluridine in the form of a white solid of melting point 137°-138° C. Reactants: ClC1=NC=C(C(=N1)NCC(C)(C)C)CNC(CC1=CC=C(C=C1)OC)=O (N-[2-chloro-4-(2,2-dimethyl-propylamino)-pyrimidin-5-ylmethyl]-2-(4-methoxy-phenyl)acetamide), [C-]#N.[K+] (KCN), N12CCN(CC1)CC2 (1.4-diazabicyclo[2.2.2]octan). The solvent is CS(=O)C.O (DMSO H2O). The product is C(#N)C1=NC=C(C(=N1)NCC(C)(C)C)CNC(CC1=CC=C(C=C1)OC)=O (N-[2-cyano-4-(2,2-dimethyl-propylamino)-pyrimidin-5-ylmethyl]-2-(4-methoxy-phenyl)-acetamide). RXN SMILES: Cl[C:2]1[N:7]=[C:6]([NH:8][CH2:9][C:10]([CH3:13])([CH3:12])[CH3:11])[C:5]([CH2:14][NH:15][C:16](=[O:26])[CH2:17][C:18]2[CH:23]=[CH:22][C:21]([O:24][CH3:25])=[CH:20][CH:19]=2)=[CH:4][N:3]=1.[C-]#N.[K+].[N:30]12CCN(CC1)C[CH2:31]2>CS(C)=O.O>[C:31]([C:2]1[N:7]=[C:6]([NH:8][CH2:9][C:10]([CH3:13])([CH3:12])[CH3:11])[C:5]([CH2:14][NH:15][C:16](=[O:26])[CH2:17][C:18]2[CH:23]=[CH:22][C:21]([O:24][CH3:25])=[CH:20][CH:19]=2)=[CH:4][N:3]=1)#[N:30] |f:1.2,4.5|. Procedure: A solution of 0.036 g (0.096 mmol) of N-[2-chloro-4-(2,2-dimethyl-propylamino)-pyrimidin-5-ylmethyl]-2-(4-methoxy-phenyl)acetamide, 0.013 g (0.192 mmol) of KCN and 0.011 g (0.096 mmol) of 1.4-diazabicyclo[2.2.2]octan in 1 ml of DMSO/H2O (85:15) is stirred for 45 minutes at 60° C. The reaction mixture is cooled to r.t. and subjected to preparative HPLC. N-[2-cyano-4-(2,2-dimethyl-propylamino)-pyrimidin-5-ylmethyl]-2-(4-methoxy-phenyl)-acetamide is obtained as a white solid. Reactants: O1CCOCC1 (dioxane), BrC=1SC2=C(N1)C=C(C(=C2C2=CC=C(C=C2)Cl)[C@@H](C(=O)OC)OC(C)(C)C)C ((S)-methyl 2-(2-bromo-7-(4-chlorophenyl)-5-methylbenzo[d]thiazol-6-yl)-2-tert-butoxyacetate), CN1N=C(C2=CC(=CC=C12)B1OC(C(O1)(C)C)(C)C)C1=CC=NC=C1 (1-methyl-3-(pyridin-4-yl)-5-(4,4,5,5-tetramethyl-1,3,2-dioxaborolan-2-yl)-1H-indazole), C(=O)([O-])[O-].[K+].[K+] (K2CO3). The reagents and catalysts are C=1C=CC(=CC1)[P](C=2C=CC=CC2)(C=3C=CC=CC3)[Pd]([P](C=4C=CC=CC4)(C=5C=CC=CC5)C=6C=CC=CC6)([P](C=7C=CC=CC7)(C=8C=CC=CC8)C=9C=CC=CC9)[P](C=1C=CC=CC1)(C=1C=CC=CC1)C=1C=CC=CC1 (Pd(PPh3)4). Run in O (water). Run at temperature 100 celsius. Yields the product C(C)(C)(C)O[C@H](C(=O)OC)C1=C(C2=C(N=C(S2)C=2C=C3C(=NN(C3=CC2)C)C2=CC=NC=C2)C=C1C)C1=CC=C(C=C1)Cl ((S)-methyl 2-tert-butoxy-2-(7-(4-chlorophenyl)-5-methyl-2-(1-methyl-3-(pyridin-4-yl)-1H-indazol-5-yl)benzo[d]thiazol-6-yl)acetate). As a reaction SMILES: Br[C:2]1[S:3][C:4]2[C:10]([C:11]3[CH:16]=[CH:15][C:14]([Cl:17])=[CH:13][CH:12]=3)=[C:9]([C@H:18]([O:23][C:24]([CH3:27])([CH3:26])[CH3:25])[C:19]([O:21][CH3:22])=[O:20])[C:8]([CH3:28])=[CH:7][C:5]=2[N:6]=1.[CH3:29][N:30]1[C:38]2[C:33](=[CH:34][C:35](B3OC(C)(C)C(C)(C)O3)=[CH:36][CH:37]=2)[C:32]([C:48]2[CH:53]=[CH:52][N:51]=[CH:50][CH:49]=2)=[N:31]1.C([O-])([O-])=O.[K+].[K+].O1CCOCC1>C1C=CC([P]([Pd]([P](C2C=CC=CC=2)(C2C=CC=CC=2)C2C=CC=CC=2)([P](C2C=CC=CC=2)(C2C=CC=CC=2)C2C=CC=CC=2)[P](C2C=CC=CC=2)(C2C=CC=CC=2)C2C=CC=CC=2)(C2C=CC=CC=2)C2C=CC=CC=2)=CC=1.O>[C:24]([O:23][C@@H:18]([C:9]1[C:8]([CH3:28])=[CH:7][C:5]2[N:6]=[C:2]([C:35]3[CH:34]=[C:33]4[C:38](=[CH:37][CH:36]=3)[N:30]([CH3:29])[N:31]=[C:32]4[C:48]3[CH:53]=[CH:52][N:51]=[CH:50][CH:49]=3)[S:3][C:4]=2[C:10]=1[C:11]1[CH:16]=[CH:15][C:14]([Cl:17])=[CH:13][CH:12]=1)[C:19]([O:21][CH3:22])=[O:20])([CH3:27])([CH3:26])[CH3:25] |f:2.3.4,^1:69,71,90,109|. Procedure details: To a vial flushed with argon was added (S)-methyl 2-(2-bromo-7-(4-chlorophenyl)-5-methylbenzo[d]thiazol-6-yl)-2-tert-butoxyacetate (100 mg, 0.207 mmol), 1-methyl-3-(pyridin-4-yl)-5-(4,4,5,5-tetramethyl-1,3,2-dioxaborolan-2-yl)-1H-indazole (53 mg, 0.16 mmol), Pd(PPh3)4 (18 mg, 16 μmol), and K2CO3 (66 mg, 0.47 mmol). De-gassed dioxane (2 mL) and water (0.5 mL) were then added, and the reaction was heated to 100° C. for 1 h. After cooling to 23° C., the reaction was filtered over a plug of Celite, ... Reactants: C(C)OC([C@@H](C1=C(C=C(C=C1)OC)F)OCC)=O ((R)-ethoxy-(2-fluoro-4-methoxy-phenyl)-acetic acid ethyl ester), [OH-].[Na+] (NaOH), suspension. Solvent: [Na+].[Cl-] (NaCl), P(=O)([O-])([O-])[O-].[Na+].[Na+].[Na+] (Natriumphosphat). Reaction conditions: time 4 day. The product is C(C)O[C@@H](C(=O)O)C1=C(C=C(C=C1)OC)F ((R)-ethoxy-(2-fluoro-4-methoxy-phenyl)-acetic acid). Isolated yield 82.1%. Reaction SMILES: C([O:3][C:4](=[O:18])[C@H:5]([O:15][CH2:16][CH3:17])[C:6]1[CH:11]=[CH:10][C:9]([O:12][CH3:13])=[CH:8][C:7]=1[F:14])C.[OH-].[Na+]>[Na+].[Cl-].P([O-])([O-])([O-])=O.[Na+].[Na+].[Na+]>[CH2:16]([O:15][C@H:5]([C:6]1[CH:11]=[CH:10][C:9]([O:12][CH3:13])=[CH:8][C:7]=1[F:14])[C:4]([OH:18])=[O:3])[CH3:17] |f:1.2,3.4,5.6.7.8|. Procedure: An emulsion of (R)-ethoxy-(2-fluoro-4-methoxy-phenyl)-acetic acid ethyl ester (416 mg) in 0.1M NaCl, 3 mM Natriumphosphat buffer pH 7.0 (75 ml) was cooled to 4–5° C. was treated with hog liver esterase suspension (0.175 ml). The reaction mixture was stirred for 4 days while maintaining the pH at 7 by gradual addition of 0.1N NaOH (totally 12.8 ml). The reaction mixture was washed with CH2Cl2, then brought to pH 2 by the addition of 2N HCl and extracted with EtOAc. The EtOAc layer was dried over ... Yields the product ClC=1C=C(C=CC1Cl)NC1=NC2=C(C=C(C=C2C(=N1)O)[N+](=O)[O-])C1OCCO1 (2-((3,4-Dichlorophenyl)amino)-8-(1,3-dioxolan-2-yl)-6-nitroquinazolin-4-ol). The solvent is CN(C(C)=O)C (N,N-dimethylacetamide), O (water). Starting materials: ClC1=NC2=C(C=C(C=C2C(=N1)O)[N+](=O)[O-])C1OCCO1 (2-chloro-8-(1,3-dioxolan-2-yl)-4-hydroxy-6-nitroquinazoline), ClC=1C=C(N)C=CC1Cl (3,4-dichloroaniline), C(C)(C)N(C(C)C)CC (N,N-diisopropylethylamine). Yield: 63.1%. As a reaction SMILES: Cl[C:2]1[N:11]=[C:10]([OH:12])[C:9]2[C:4](=[C:5]([CH:16]3[O:20][CH2:19][CH2:18][O:17]3)[CH:6]=[C:7]([N+:13]([O-:15])=[O:14])[CH:8]=2)[N:3]=1.[Cl:21][C:22]1[CH:23]=[C:24]([CH:26]=[CH:27][C:28]=1[Cl:29])[NH2:25].C(N(CC)C(C)C)(C)C>CN(C)C(=O)C.O>[Cl:21][C:22]1[CH:23]=[C:24]([NH:25][C:2]2[N:11]=[C:10]([OH:12])[C:9]3[C:4](=[C:5]([CH:16]4[O:20][CH2:19][CH2:18][O:17]4)[CH:6]=[C:7]([N+:13]([O-:15])=[O:14])[CH:8]=3)[N:3]=2)[CH:26]=[CH:27][C:28]=1[Cl:29]. Reported procedure: A solution of 2-chloro-8-(1,3-dioxolan-2-yl)-4-hydroxy-6-nitroquinazoline (2.9 g), 3,4-dichloroaniline (3.2 g) and N,N-diisopropylethylamine (2.52 mL) in N,N-dimethylacetamide (145 mL) was heated to 140° C. for 3.3 hours. The mixture was then cooled to room temperature and diluted with water (2 L). The aqueous solution was separated into two equal portions, and each portion was extracted with ethyl acetate (7×100 mL). The combined ethyl acetate extracts were washed with 2N hydrochloric acid unti... Reactants: C(CCC=C)OC(=O)N[C@@H](CCCC)C(=O)O ([(4-pentenyloxy)carbonyl]-L-norleucine), C(C=C)OC(=O)N[C@@H](CCCC)C(=O)O (N-[(allyloxy)carbonyl]-L-norleucine). Yields the product title compound, C(CC=C)OC(=O)N[C@@H](CCCC)C(=O)O (N-[(but-3-en-1-yloxy)carbonyl]-L-norleucine). As a reaction SMILES: [CH2:1]([O:6][C:7]([NH:9][C@H:10]([C:15]([OH:17])=[O:16])[CH2:11][CH2:12][CH2:13][CH3:14])=[O:8])[CH2:2][CH2:3][CH:4]=C.C(OC(N[C@H](C(O)=O)CCCC)=O)C=C>>[CH2:1]([O:6][C:7]([NH:9][C@H:10]([C:15]([OH:17])=[O:16])[CH2:11][CH2:12][CH2:13][CH3:14])=[O:8])[CH2:2][CH:3]=[CH2:4]. Procedure details: The title compound was prepared in a manner similar to Example 1 (Steps 1-8). N-[(but-3-en-1-yloxy)carbonyl]-L-norleucine was prepared according to the procedure used for [(4-pentenyloxy)carbonyl]-L-norleucine (Example 3), and was used in place of N-[(allyloxy)carbonyl]-L-norleucine. 1H NMR (500 MHz, MeOH-d4) ppm: 8.58 (s, 1H), 8.42 (s, 1H), 8.09 (m, 3H), 7.96 (d, 1H), 7.74 (m, 4H), 6.70 (d, J=15.2 Hz, 1H), 6.39 (m, 1H), 5.87 (m, 2H), 5.29 (d, 1H), 5.10 (d, 1H), 4.80 (m, 2H), 4.71 (m, 2H), 4.57 ... Starting materials: [BH3-]C#N, Cn1ccnc1C=O, CC(=O)O, CO, [Na+], CCCN(CCC)CCCc1cc2cc(CNCc3ncc[nH]3)ccc2s1. Yields the product CCCN(CCC)CCCc1cc2cc(CN(Cc3ncc[nH]3)Cc3nccn3C)ccc2s1. RXN SMILES: [C:36]([BH3-:37])#[N:38].[CH3:28][n:29]1[c:30]([CH:34]=[O:35])[n:31][cH:32][cH:33]1.[CH3:40][C:41](=[O:42])[OH:43].[CH3:44][OH:45].[Na+:39].[nH:1]1[c:2]([CH2:6][NH:7][CH2:8][c:9]2[cH:10][c:11]3[c:12]([s:13][c:14]([CH2:16][CH2:17][CH2:18][N:19]([CH2:20][CH2:21][CH3:22])[CH2:23][CH2:24][CH3:25])[cH:15]3)[cH:26][cH:27]2)[n:3][cH:4][cH:5]1>>[nH:1]1[c:2]([CH2:6][N:7]([CH2:8][c:9]2[cH:10][c:11]3[c:12]([s:13][c:14]([CH2:16][CH2:17][CH2:18][N:19]([CH2:20][CH2:21][CH3:22])[CH2:23][CH2:24][CH3:25])[cH:15]3)[cH:26][cH:27]2)[CH2:34][c:30]2[n:29]([CH3:28])[cH:33][cH:32][n:31]2)[n:3][cH:4][cH:5]1.